Dataset: the Open Reaction Database (ORD), a public repository of structured organic reaction records. Task: describe an organic reaction: reactants, conditions, products, and yield The reactants are COC(=O)c1nc(-c2ccnn2-c2ccc(C#N)cc2)c(C)n(-c2cccc(C(F)(F)F)c2)c1=O, CO, N. The product is Cc1c(-c2ccnn2-c2ccc(C#N)cc2)nc(C(N)=O)c(=O)n1-c1cccc(C(F)(F)F)c1. As a reaction SMILES: [C:2](#[N:3])[c:4]1[cH:5][cH:6][c:7](-[n:10]2[n:11][cH:12][cH:13][c:14]2-[c:15]2[c:16]([CH3:36])[n:17](-[c:26]3[cH:27][c:28]([C:32]([F:33])([F:34])[F:35])[cH:29][cH:30][cH:31]3)[c:18](=[O:25])[c:19]([C:21]([O:23][CH3:22])=[O:24])[n:20]2)[cH:8][cH:9]1.[CH3:37][OH:38].[NH3:1]>>[NH2:1][C:21]([c:19]1[c:18](=[O:25])[n:17](-[c:26]2[cH:27][c:28]([C:32]([F:33])([F:34])[F:35])[cH:29][cH:30][cH:31]2)[c:16]([CH3:36])[c:15](-[c:14]2[n:10](-[c:7]3[cH:6][cH:5][c:4]([C:2]#[N:3])[cH:9][cH:8]3)[n:11][cH:12][cH:13]2)[n:20]1)=[O:23].